This data is from the Open Reaction Database (ORD), a public repository of structured organic reaction records. The task is: describe an organic reaction: reactants, conditions, products, and yield As a reaction SMILES: [C:1]([C:4]1[S:8][C:7]([CH2:9][NH:10][C:11](=[O:25])[C:12]2[CH:17]=[CH:16][CH:15]=[N:14][C:13]=2[O:18][C:19]2[CH:20]=[N:21][CH:22]=[CH:23][CH:24]=2)=[CH:6][CH:5]=1)(=[O:3])[CH3:2].[BH4-].[Na+]>C(Cl)Cl.O1CCCC1>[OH:3][CH:1]([C:4]1[S:8][C:7]([CH2:9][NH:10][C:11](=[O:25])[C:12]2[CH:17]=[CH:16][CH:15]=[N:14][C:13]=2[O:18][C:19]2[CH:20]=[N:21][CH:22]=[CH:23][CH:24]=2)=[CH:6][CH:5]=1)[CH3:2] |f:1.2|. Yields the product OC(C)C1=CC=C(S1)CNC(C1=C(N=CC=C1)OC=1C=NC=CC1)=O (N-[5-(1-Hydroxy-ethyl)-thiophen-2-ylmethyl]-2-(pyridin-3yloxy)-nicotinamide). Reaction conditions: time 2 hour. Reactants: C(C)(=O)C1=CC=C(S1)CNC(C1=C(N=CC=C1)OC=1C=NC=CC1)=O (N-(5-Acetyl-thiophen-2-ylmethyl)-2-(pyridin-3-yloxy)-nicotinamide), [BH4-].[Na+] (sodium borohydride). Solvent: C(Cl)Cl (methylene chloride), O1CCCC1 (tetrahydrofuran). Procedure details: To a stirred suspension of N-(5-Acetyl-thiophen-2-ylmethyl)-2-(pyridin-3-yloxy)-nicotinamide (0.300 grams, 0.85 mmole) in methylene chloride (25 ml) and tetrahydrofuran (25 ml) at room temperature was added sodium borohydride (0.035 grams, 0.93 mmole) and stirred for 2 hours. The mixture was quenched with saturated NH4Cl (˜1 ml) and concentrated under reduced pressure to about 15 ml. This mixture was poured into water and extracted with ethyl acetate. The combined organics were washed with water... Yields the product CC(C)(C)OC(=O)NCC#Cc1cnc(N)c(-c2nc3ccccc3s2)c1. RXN SMILES: [C:18](=[O:19])([O:20][C:21]([CH3:22])([CH3:23])[CH3:24])[NH:25][CH2:26][C:27]#[CH:28].[Cu:112][I:113].[O:29]1[CH2:30][CH2:31][O:32][CH2:33][CH2:34]1.[cH:35]1[cH:36][cH:37][c:38]([P:39]([Pd:40]([P:41]([c:42]2[cH:43][cH:44][cH:45][cH:46][cH:47]2)([c:48]2[cH:49][cH:50][cH:51][cH:52][cH:53]2)[c:54]2[cH:55][cH:56][cH:57][cH:58][cH:59]2)([P:60]([c:61]2[cH:62][cH:63][cH:64][cH:65][cH:66]2)([c:67]2[cH:68][cH:69][cH:70][cH:71][cH:72]2)[c:73]2[cH:74][cH:75][cH:76][cH:77][cH:78]2)[P:79]([c:80]2[cH:81][cH:82][cH:83][cH:84][cH:85]2)([c:86]2[cH:87][cH:88][cH:89][cH:90][cH:91]2)[c:92]2[cH:93][cH:94][cH:95][cH:96][cH:97]2)([c:98]2[cH:99][cH:100][cH:101][cH:102][cH:103]2)[c:104]2[cH:105][cH:106][cH:107][cH:108][cH:109]2)[cH:110][cH:111]1.[s:1]1[c:2](-[c:10]2[c:11]([NH2:17])[n:12][cH:13][c:14]([Br:16])[cH:15]2)[n:3][c:4]2[c:5]1[cH:6][cH:7][cH:8][cH:9]2>>[s:1]1[c:2](-[c:10]2[c:11]([NH2:17])[n:12][cH:13][c:14]([C:28]#[C:27][CH2:26][NH:25][C:18](=[O:19])[O:20][C:21]([CH3:22])([CH3:23])[CH3:24])[cH:15]2)[n:3][c:4]2[c:5]1[cH:6][cH:7][cH:8][cH:9]2. Starting materials: C#CCNC(=O)OC(C)(C)C, [Cu]I, C1COCCO1, c1ccc(P(c2ccccc2)(c2ccccc2)[Pd](P(c2ccccc2)(c2ccccc2)c2ccccc2)(P(c2ccccc2)(c2ccccc2)c2ccccc2)P(c2ccccc2)(c2ccccc2)c2ccccc2)cc1, Nc1ncc(Br)cc1-c1nc2ccccc2s1.